Dataset: the Open Reaction Database (ORD), a public repository of structured organic reaction records. Task: describe an organic reaction: reactants, conditions, products, and yield Starting materials: Cc1nnc(-c2ccc(C)c(-c3ccc(C(=O)O)cc3)c2)o1, CCN=C=NCCCN(C)C, CC(N)Cc1ccccc1, Cl, CN(C)C=O, On1nnc2ccccc21. Yields the product Cc1nnc(-c2ccc(C)c(-c3ccc(C(=O)NC(C)Cc4ccccc4)cc3)c2)o1. RXN SMILES: [CH3:1][c:2]1[c:3](-[c:14]2[cH:15][cH:16][c:17]([C:20](=[O:21])[OH:22])[cH:18][cH:19]2)[cH:4][c:5](-[c:8]2[o:9][c:10]([CH3:13])[n:11][n:12]2)[cH:6][cH:7]1.[CH3:34][N:35]([CH3:36])[CH2:37][CH2:38][CH2:39][N:40]=[C:41]=[N:42][CH2:43][CH3:44].[CH3:45][CH:46]([CH2:47][c:48]1[cH:49][cH:50][cH:51][cH:52][cH:53]1)[NH2:54].[ClH:33].[O:55]=[CH:56][N:57]([CH3:58])[CH3:59].[OH:23][n:24]1[c:25]2[c:26]([cH:27][cH:28][cH:29][cH:30]2)[n:31][n:32]1>>[CH3:1][c:2]1[c:3](-[c:14]2[cH:15][cH:16][c:17]([C:20](=[O:21])[NH:54][CH:46]([CH3:45])[CH2:47][c:48]3[cH:49][cH:50][cH:51][cH:52][cH:53]3)[cH:18][cH:19]2)[cH:4][c:5](-[c:8]2[o:9][c:10]([CH3:13])[n:11][n:12]2)[cH:6][cH:7]1.